This data is from the Open Reaction Database (ORD), a public repository of structured organic reaction records. The task is: describe an organic reaction: reactants, conditions, products, and yield Reactants: example 4 ( d ), C(C)(C)(C)OC(=O)N1CCN(CC1)C=1SC(=CN1)S(=O)(=O)C1=NC=CC=C1 (4-[5-(pyridine-2-sulfonyl)-thiazol-2-yl]-piperazine-1-carboxylic acid tert-butyl ester), Cl (hydrogen chloride). Yields the product Cl.N1=C(C=CC=C1)S(=O)(=O)C1=CN=C(S1)N1CCNCC1 (1-[5-(Pyridine-2-sulfonyl)-thiazol-2-yl]-piperazine hydrochloride). The yield is 99.0%. Reaction SMILES: C(OC([N:8]1[CH2:13][CH2:12][N:11]([C:14]2[S:15][C:16]([S:19]([C:22]3[CH:27]=[CH:26][CH:25]=[CH:24][N:23]=3)(=[O:21])=[O:20])=[CH:17][N:18]=2)[CH2:10][CH2:9]1)=O)(C)(C)C.[ClH:28]>>[ClH:28].[N:23]1[CH:24]=[CH:25][CH:26]=[CH:27][C:22]=1[S:19]([C:16]1[S:15][C:14]([N:11]2[CH2:10][CH2:9][NH:8][CH2:13][CH2:12]2)=[N:18][CH:17]=1)(=[O:20])=[O:21] |f:2.3|. Procedure: Prepared in analogy to example 4 (d) from 4-[5-(pyridine-2-sulfonyl)-thiazol-2-yl]-piperazine-1-carboxylic acid tert-butyl ester and hydrogen chloride solution. The crude material was purified by recrystallisation from ether to afford the title compound as an off-white crystalline solid (yield 99%). MS (m/e): 311.0 (M+H+, 100%). Reactants: 3,3',5,5'-tetramethyldipheno-4,4'-quinone, C(C)(C)(C)C1=C(C=CC(=C1)C(C)(C)C)O (2,4-di-t-butylphenol). Run in O (water). Product: C(C)(C)(C)C=1C=C(C(=C(C1)C(C)(C)C)O)C=1C(=C(C=C(C1)C(C)(C)C)C(C)(C)C)O (4,4',6,6'-tetra-t-butyl-2,2'-biphenol). As a reaction SMILES: [C:1]([C:5]1[CH:10]=[C:9]([C:11]([CH3:14])([CH3:13])[CH3:12])[CH:8]=[CH:7][C:6]=1[OH:15])([CH3:4])([CH3:3])[CH3:2]>O>[C:11]([C:9]1[CH:8]=[C:7]([C:7]2[C:6]([OH:15])=[C:5]([C:1]([CH3:4])([CH3:3])[CH3:2])[CH:10]=[C:9]([C:11]([CH3:12])([CH3:13])[CH3:14])[CH:8]=2)[C:6]([OH:15])=[C:5]([C:1]([CH3:4])([CH3:3])[CH3:2])[CH:10]=1)([CH3:14])([CH3:13])[CH3:12]. Procedure: A mixture of 24 g (0.1 mol) of 3,3',5,5'-tetramethyldipheno-4,4'-quinone obtained in Example 2 and 52 g (0.25 mol) of 2,4-di-t-butylphenol was boiled in 150 ml of water for 4 hours. The reaction mixture was filtered and dried. Formation of 2,2',6,6'-tetramethyl-4,4'-biphenol and 4,4',6,6'-tetra-t-butyl-2,2'-biphenol was confirmed by GPC and liquid chromatography. 20 g of pure 4,4',6,6'-tetra-t-butyl-2,2'-biphenol were isolated by extraction of hot isooctane and washing by methanol. Isolated yield 39.0%. RXN SMILES: [F:1][C:2]1[CH:3]=[C:4]([C@:9]2([CH3:41])[CH2:14][NH:13][C:12]([CH3:16])([CH3:15])[C:11](=[O:17])[N:10]2[CH2:18][C:19]2[CH:20]=[N:21][C:22]3[C:27]([CH:28]=2)=[CH:26][C:25]2[CH2:29][C@:30]4([CH2:40][C:24]=2[CH:23]=3)[C:38]2[C:33](=[N:34][CH:35]=[CH:36][CH:37]=2)[NH:32][C:31]4=[O:39])[CH:5]=[C:6]([F:8])[CH:7]=1.C=O.[CH3:44]C(O)=O.[BH3-]C#N.[Na+].[OH-].[Na+].C(N)CN>CO.C([O-])(O)=O.[Na+]>[NH4+:10].[OH-:17].[F:1][C:2]1[CH:3]=[C:4]([C:9]2([CH3:41])[CH2:14][N:13]([CH3:44])[C:12]([CH3:15])([CH3:16])[C:11](=[O:17])[N:10]2[CH2:18][C:19]2[CH:20]=[N:21][C:22]3[C:27]([CH:28]=2)=[CH:26][C:25]2[CH2:29][C@:30]4([CH2:40][C:24]=2[CH:23]=3)[C:38]2[C:33](=[N:34][CH:35]=[CH:36][CH:37]=2)[NH:32][C:31]4=[O:39])[CH:5]=[C:6]([F:8])[CH:7]=1 |f:3.4,5.6,9.10,11.12|. Product: [NH4+].[OH-] (NH4OH), FC=1C=C(C=C(C1)F)C1(N(C(C(N(C1)C)(C)C)=O)CC=1C=NC2=CC3=C(C=C2C1)C[C@]1(C(NC2=NC=CC=C21)=O)C3)C ((7S)-3-{[2-(3,5-Difluorophenyl)-2,4,5,5-tetramethyl-6-oxopiperazin-1-yl]methyl}-6,8-dihydrospiro[cyclopenta[g]quinoline-7,3′-pyrrolo[2,3-b]pyridin]-2′(1′H)-one). The solvent is CO (MeOH), C(=O)(O)[O-].[Na+] (NaHCO3), C(=O)(O)[O-].[Na+] (NaHCO3). Procedure details: To a solution of (7S)-3-{[(2R)-2-(3,5-difluorophenyl)-2,5,5-trimethyl-6-oxopiperazin-1-yl]methyl}-6,8-dihydrospiro[cyclopenta[g]quinoline-7,3′-pyrrolo[2,3-b]pyridin]-2′(1′H)-one, isomer B (15 mg, 0.027 mmol, described in Example 18), paraformaldehyde (8.1 mg, 0.27 mmol), and AcOH (0.0078 mL, 0.14 mmol) in MeOH (1 mL) was added NaCNBH3 (2.0 mg, 0.033 mmol). The reaction mixture was stirred for 16 h and then diluted with saturated aqueous NaHCO3 (10 mL) and extracted with CH2Cl2 (3×10 mL). The com... Reactants: FC=1C=C(C=C(C1)F)[C@]1(N(C(C(NC1)(C)C)=O)CC=1C=NC2=CC3=C(C=C2C1)C[C@]1(C(NC2=NC=CC=C21)=O)C3)C ((7S)-3-{[(2R)-2-(3,5-difluorophenyl)-2,5,5-trimethyl-6-oxopiperazin-1-yl]methyl}-6,8-dihydrospiro[cyclopenta[g]quinoline-7,3′-pyrrolo[2,3-b]pyridin]-2′(1′H)-one), C=O (paraformaldehyde), CC(=O)O (AcOH), [BH3-]C#N.[Na+] (NaCNBH3), [OH-].[Na+] (Sodium hydroxide), C(CN)N (ethylenediamine). Conditions: time 16 hour. The product is BrCC(=O)C=1C=C(N(C1)C1=NC=CC=C1Cl)C(=O)OC (methyl 4-(bromoacetyl)-1-(3-chloropyridin-2-yl)-1H-pyrrole-2-carboxylate). The reactants are C(C)(=O)C=1C=C(N(C1)C1=NC=CC=C1Cl)C(=O)OC (methyl 4-acetyl-1-(3-chloropyridin-2-yl)-1H-pyrrole-2-carboxylate), BrBr (bromine). Procedure details: 427 mg (1.48 mmol) of methyl 4-acetyl-1-(3-chloropyridin-2-yl)-1H-pyrrole-2-carboxylate were initially charged in 12 ml of dioxane, and 284 mg (1.78 mmol) of bromine were added dropwise at RT. The mixture was then stirred under reflux for 7 h. The solvent was distilled off under reduced pressure, giving an oil which was directly, without purification, reacted further. The solvent is O1CCOCC1 (dioxane). RXN SMILES: [C:1]([C:4]1[CH:5]=[C:6]([C:16]([O:18][CH3:19])=[O:17])[N:7]([C:9]2[C:14]([Cl:15])=[CH:13][CH:12]=[CH:11][N:10]=2)[CH:8]=1)(=[O:3])[CH3:2].[Br:20]Br>O1CCOCC1>[Br:20][CH2:2][C:1]([C:4]1[CH:5]=[C:6]([C:16]([O:18][CH3:19])=[O:17])[N:7]([C:9]2[C:14]([Cl:15])=[CH:13][CH:12]=[CH:11][N:10]=2)[CH:8]=1)=[O:3]. Reactants: COC1=C(C=C(C=C1)[Si](C)(C)C)N (2-methoxy-5-trimethylsilanyl-phenylamine), NC1=CC=C(C2=CC=CC=C12)C=1C=CC(=NC1)CN1CCOCC1 (4-[5-(4-aminonaphthyl)pyridin-2-ylmethyl]morpholine), C(C)(C)(C)C=1C=CC(=C(C1)NC(=O)NC1=CC=C(C2=CC=CC=C12)OC1=NC(=NC=C1)C#N)OC (1-(5-tert-butyl-2-methoxy-phenyl)-3-[4-(2-cyano-pyrimidin-4-yloxy)-naphthalen-1-yl]-urea). Yields the product COC1=C(C=C(C=C1)[Si](C)(C)C)NC(=O)NC1=CC=C(C2=CC=CC=C12)C=1C=NC(=CC1)CN1CCOCC1 (1-(2-methoxy-5-trimethylsilanyl-phenyl)-3-[4-(6-morpholin-4-ylmethyl-pyridin-3-yl)-naphthalen-1-yl]-urea). RXN SMILES: [CH3:1][O:2][C:3]1[CH:8]=[CH:7][C:6]([Si:9]([CH3:12])([CH3:11])[CH3:10])=[CH:5][C:4]=1[NH2:13].[NH2:14][C:15]1[C:24]2[C:19](=[CH:20][CH:21]=[CH:22][CH:23]=2)[C:18]([C:25]2[CH:26]=[CH:27][C:28]([CH2:31][N:32]3[CH2:37][CH2:36][O:35][CH2:34][CH2:33]3)=[N:29][CH:30]=2)=[CH:17][CH:16]=1.C(C1C=CC(OC)=C(N[C:49](NC2C3C(=CC=CC=3)C(OC3C=CN=C(C#N)N=3)=CC=2)=[O:50])C=1)(C)(C)C>>[CH3:1][O:2][C:3]1[CH:8]=[CH:7][C:6]([Si:9]([CH3:12])([CH3:11])[CH3:10])=[CH:5][C:4]=1[NH:13][C:49]([NH:14][C:15]1[C:24]2[C:19](=[CH:20][CH:21]=[CH:22][CH:23]=2)[C:18]([C:25]2[CH:30]=[N:29][C:28]([CH2:31][N:32]3[CH2:33][CH2:34][O:35][CH2:36][CH2:37]3)=[CH:27][CH:26]=2)=[CH:17][CH:16]=1)=[O:50]. Reported procedure: The title compound was prepared from the above amine and 4-[5-(4-aminonaphthyl)pyridin-2-ylmethyl]morpholine by the procedure described for 1-(5-tert-butyl-2-methoxy-phenyl)-3-[4-(2-cyano-pyrimidin-4-yloxy)-naphthalen-1-yl]-urea (Example 1).